This data is from the Open Reaction Database (ORD), a public repository of structured organic reaction records. The task is: describe an organic reaction: reactants, conditions, products, and yield The reactants are ClC1=C(C(=O)O)C=CC=C1 (2-chlorobenzoic acid), C1(CC1)CC(CN)(C=1C=NC(=NC1)C(F)(F)F)C (3-cyclopropyl-2-methyl-2-(2-(trifluoromethyl)pyrimidin-5-yl)propan-1-amine). Product: ClC1=C(C(=O)NCC(CC2CC2)(C=2C=NC(=NC2)C(F)(F)F)C)C=CC=C1 (2-chloro-N-(3-cyclopropyl-2-methyl-2-(2-(trifluoromethyl)pyrimidin-5-yl)propyl)benzamide). Reaction SMILES: [Cl:1][C:2]1[CH:10]=[CH:9][CH:8]=[CH:7][C:3]=1[C:4]([OH:6])=O.[CH:11]1([CH2:14][C:15]([CH3:28])([C:18]2[CH:19]=[N:20][C:21]([C:24]([F:27])([F:26])[F:25])=[N:22][CH:23]=2)[CH2:16][NH2:17])[CH2:13][CH2:12]1>>[Cl:1][C:2]1[CH:10]=[CH:9][CH:8]=[CH:7][C:3]=1[C:4]([NH:17][CH2:16][C:15]([CH3:28])([C:18]1[CH:19]=[N:20][C:21]([C:24]([F:27])([F:26])[F:25])=[N:22][CH:23]=1)[CH2:14][CH:11]1[CH2:13][CH2:12]1)=[O:6]. Procedure: From 2-chlorobenzoic acid and 3-cyclopropyl-2-methyl-2-(2-(trifluoromethyl)pyrimidin-5-yl)propan-1-amine.